Dataset: the Open Reaction Database (ORD), a public repository of structured organic reaction records. Task: describe an organic reaction: reactants, conditions, products, and yield The reactants are C(#N)C1=CC2=C(C=CC=C2CC1)N1CCN(CC1)C (2-Cyano-3,4-dihydro-8-[4-methyl(piperazin-1-yl)]-naphthalene), [Mg] (Magnesium). Solvent: CO (methanol). Conditions: temperature 0 celsius, time 4 hour. Yields the product N (NH3), C(#N)C1CC2=C(C=CC=C2CC1)N1CCN(CC1)C (2-Cyano-1,2,3,4-tetrahydro-8-[4-methyl(piperazin-1-yl)]naphthalene). Isolated yield 139.2%. Reaction SMILES: [C:1]([C:3]1[CH2:12][CH2:11][C:10]2[C:5](=[C:6]([N:13]3[CH2:18][CH2:17][N:16]([CH3:19])[CH2:15][CH2:14]3)[CH:7]=[CH:8][CH:9]=2)[CH:4]=1)#[N:2].[Mg]>CO>[NH3:2].[C:1]([CH:3]1[CH2:12][CH2:11][C:10]2[C:5](=[C:6]([N:13]3[CH2:14][CH2:15][N:16]([CH3:19])[CH2:17][CH2:18]3)[CH:7]=[CH:8][CH:9]=2)[CH2:4]1)#[N:2]. Procedure details: 2-Cyano-3,4-dihydro-8-[4-methyl(piperazin-1-yl)]-naphthalene (230 mg, 0.90 mmol) was dissolved in dry methanol (15 mL) and cooled to 0° C. Magnesium turnings (440 mg, 18 mmol) were added and the reaction mixture was stirred for 45 min at 0° C. and for 4 h. at room temperature. The solvent was evaporated and 2 M hydrochloric acid (20 mL) was added to the residue. The mixture was stirred for 1 h, cooled on ice-bath and alkalized to pH 10 with 2 M ammonia. The solution was extracted with ethyl acet... Reactants: NC1(CCC2=CC=CC=C12)N (diaminoindane), NC=1C(=C2CCC(C2=C(C1)N)(C)C)C (5,7-diamino-1,1,4-trimethylindane). Yields the product NC=1C(=C2CCC(C2=C(C1C(C)(C)C)N)(C)C)C (5,7-diamino-1,1,4-trimethyl-6-tert-butylindane). As a reaction SMILES: NC1(N)[C:10]2[C:5](=[CH:6]C=CC=2)[CH2:4]C1.[NH2:12][C:13]1[C:14]([CH3:25])=[C:15]2[C:19](=[C:20]([NH2:22])[CH:21]=1)[C:18]([CH3:24])([CH3:23])[CH2:17][CH2:16]2>>[NH2:12][C:13]1[C:14]([CH3:25])=[C:15]2[C:19](=[C:20]([NH2:22])[C:21]=1[C:5]([CH3:10])([CH3:6])[CH3:4])[C:18]([CH3:23])([CH3:24])[CH2:17][CH2:16]2. Procedure: The diaminoindane derivative of claim 2 wherein the derivative if 5,7-diamino-1,1,4-trimethylindane. The reactants are FC1=CC=C(C=C1)O (4-fluorophenol), BrC1=CC(=CC(=C1)F)Br (1,3-dibromo-5-fluorobenzene), cuprous bromide, C[O-].[Na+] (sodium methoxide). Run in COCCOCCOC (diglyme). Run at temperature 165 celsius, time 21 hour. The product is FC=1C=C(C=C(C1)OC1=CC=C(C=C1)F)Br (3-fluoro-5-(4-fluorophenoxy)phenyl bromide). RXN SMILES: [F:1][C:2]1[CH:7]=[CH:6][C:5]([OH:8])=[CH:4][CH:3]=1.C[O-].[Na+].Br[C:13]1[CH:18]=[C:17]([F:19])[CH:16]=[C:15]([Br:20])[CH:14]=1>COCCOCCOC>[F:19][C:17]1[CH:16]=[C:15]([Br:20])[CH:14]=[C:13]([O:8][C:5]2[CH:6]=[CH:7][C:2]([F:1])=[CH:3][CH:4]=2)[CH:18]=1 |f:1.2|. Procedure details: Under a nitrogen atmosphere, a solution of 11.9 grams (0.106 mole) of 4-fluorophenol in 50 mL of diglyme is stirred, and 24.1 mL (0.106 mole) of methanolic 25% sodium methoxide is added dropwise. Upon completion of addition, the reaction mixture is heated to about 165° C. to remove methanol. After the methanol is removed, the heating is ceased, and 26.9 grams (0.106 mole) of 1,3-dibromo-5-fluorobenzene (commercially available) and 1.3 grams of cuprous bromide are added. Upon completion of the ad... The reactants are COC(=O)C1=CC=C2C=CC(=NC2=C1O)C (8-Hydroxy-2-methyl-7-quinolinecarboxylic acid methyl ester), N (ammonia), steel, N (ammonia). Product: OC=1C(=CC=C2C=CC(=NC12)C)C(=O)N (8-Hydroxy-2-methyl-7-quinolinecarboxamide). Reaction SMILES: C[O:2][C:3]([C:5]1[C:14]([OH:15])=[C:13]2[C:8]([CH:9]=[CH:10][C:11]([CH3:16])=[N:12]2)=[CH:7][CH:6]=1)=O.[NH3:17]>>[OH:15][C:14]1[C:5]([C:3]([NH2:17])=[O:2])=[CH:6][CH:7]=[C:8]2[C:13]=1[N:12]=[C:11]([CH3:16])[CH:10]=[CH:9]2. Procedure: 8-Hydroxy-2-methyl-7-quinolinecarboxylic acid methyl ester is reacted with excess ammonia in a steel bomb for 12-18 hr. The excess ammonia is allowed to evaporate and the residue is crystallized from a suitable solvent to give the title compound.